Dataset: the Open Reaction Database (ORD), a public repository of structured organic reaction records. Task: describe an organic reaction: reactants, conditions, products, and yield Procedure details: A mixture of 2.3 g of product from Example 142 and 37.21 g of methyl iodide is heated, in a sealed tube, at 95° C. for 13 hours. The reaction is concentrated in vacuo to give 3.11 g of the desired product. The yield is 102.2%. Reaction SMILES: [N:1]1[CH:6]=[CH:5][CH:4]=[C:3]([CH2:7][N:8]([C:12]2[CH:17]=[CH:16][C:15]([O:18][CH2:19][CH2:20][CH2:21][CH2:22][CH2:23][CH2:24][CH2:25][CH2:26][CH2:27][CH2:28][CH2:29][CH2:30][CH2:31][CH3:32])=[CH:14][CH:13]=2)[C:9](=[O:11])[CH3:10])[CH:2]=1.[CH3:33][I:34]>>[I-:34].[C:9]([N:8]([CH2:7][C:3]1[CH:2]=[N+:1]([CH3:33])[CH:6]=[CH:5][CH:4]=1)[C:12]1[CH:13]=[CH:14][C:15]([O:18][CH2:19][CH2:20][CH2:21][CH2:22][CH2:23][CH2:24][CH2:25][CH2:26][CH2:27][CH2:28][CH2:29][CH2:30][CH2:31][CH3:32])=[CH:16][CH:17]=1)(=[O:11])[CH3:10] |f:2.3|. Starting materials: N1=CC(=CC=C1)CN(C(C)=O)C1=CC=C(C=C1)OCCCCCCCCCCCCCC (N-(3-Pyridinylmethyl)-N-[4-(tetradecyloxy)phenyl]acetamide), CI (methyl iodide). Conditions: temperature 95 celsius. Yields the product [I-].C(C)(=O)N(C1=CC=C(C=C1)OCCCCCCCCCCCCCC)CC=1C=[N+](C=CC1)C (3-[[Acetyl[4-(tetradecyloxy)phenyl]amino]methyl]1-methylpyridinium iodide). Reaction SMILES: [S:1](=[O:5])(=O)([OH:3])[OH:2].Cl.[C:7]([C:10]1[CH:15]=[CH:14][C:13]([OH:16])=[CH:12][CH:11]=1)(=[NH:9])[NH2:8]>>[C:7]([C:10]1[CH:11]=[CH:12][C:13]([OH:16])=[C:14]([S:1]([OH:3])(=[O:5])=[O:2])[CH:15]=1)(=[NH:8])[NH2:9] |f:1.2|. Reaction conditions: time 4 hour. The reactants are S(O)(O)(=O)=O (sulfuric acid), Cl.C(N)(=N)C1=CC=C(C=C1)O (4-amidinophenol hydrochloride). The product is C(N)(=N)C=1C=CC(=C(C1)S(=O)(=O)O)O (5-amidino-2-hydroxybenzenesulfonic acid). The solvent is ice water. Reported procedure: To 15 ml of 60% fuming sulfuric acid, while being cooled in ice, was added slowly 10.0 g of 4-amidinophenol hydrochloride. After the addition, the mixture was stirred at room temperature for 4 hours, then poured slowly into 200 ml of ice water, and stirred for a while. The colorless solid which was precipitated was collected by filtration, washed with water, then with acetone, and dried to obtain 10.2 g of 5-amidino-2-hydroxybenzenesulfonic acid. Reactants: CC(C#CC=1SC(=CC1)C#CC1=CC=NC=C1)(C)O (2-{3-methyl-3-hydroxybutynyl}-5-{2-(4pyridyl)ethynyl}thiophene), [OH-].[K+] (KOH), C1CCOC1.CCCCCC (THF hexane), C≡C, CC(=O)C (acetone), C≡C. Run in CO (methanol), C1(=CC=CC=C1)C (toluene). Product: C(#C)C=1SC(=CC1)C#CC1=CC=NC=C1 (2-Ethynyl-5-(4-pyridyl)ethynyl Thiophene). The yield is 69.9%. Reaction SMILES: CC(O)(C)[C:3]#[C:4][C:5]1[S:6][C:7]([C:10]#[C:11][C:12]2[CH:17]=[CH:16][N:15]=[CH:14][CH:13]=2)=[CH:8][CH:9]=1.[OH-].[K+].CC(C)=O.C1COCC1.CCCCCC>CO.C1(C)C=CC=CC=1>[C:4]([C:5]1[S:6][C:7]([C:10]#[C:11][C:12]2[CH:13]=[CH:14][N:15]=[CH:16][CH:17]=2)=[CH:8][CH:9]=1)#[CH:3] |f:1.2,4.5|. Reported procedure: A distillation apparatus was set up and 2-{3-methyl-3-hydroxybutynyl}-5-{2-(4pyridyl)ethynyl}thiophene (8.50 g, 31.84 mmol), KOH (1.78 g, 21.84 mmol) in 25 ml of methanol and 200 ml of toluene were added to the distillation flask. The flask was heated to about 90° C. until all the acetone formed in the reaction and the methanol were collected in the receiving flask (total heating time, about 1.5 to 2 hours). The toluene was removed under reduced pressure and the reddish residue was purified by c... Starting materials: [Br-], CCBr, CCCC[N+](CCCC)(CCCC)CCCC, [Cl-], Clc1ccc2[nH]ccc2c1, ClCCl, [NH4+], [Na+], [OH-], O, c1ccccc1. Product: CCn1ccc2cc(Cl)ccc21. Reaction SMILES: [Br-:24].[Br:13][CH2:14][CH3:15].[CH3:25][CH2:26][CH2:27][CH2:28][N+:29]([CH2:30][CH2:31][CH2:32][CH3:33])([CH2:34][CH2:35][CH2:36][CH3:37])[CH2:38][CH2:39][CH2:40][CH3:41].[Cl-:16].[Cl:1][c:2]1[cH:3][c:4]2[cH:5][cH:6][nH:7][c:8]2[cH:9][cH:10]1.[Cl:42][CH2:43][Cl:44].[NH4+:17].[Na+:12].[OH-:11].[OH2:45].[cH:18]1[cH:19][cH:20][cH:21][cH:22][cH:23]1>>[Cl:1][c:2]1[cH:3][c:4]2[cH:5][cH:6][n:7]([CH2:14][CH3:15])[c:8]2[cH:9][cH:10]1. Starting materials: CC#N, CC(C)(O)c1ccc(C(F)(F)F)cc1, O=S(=O)(O)O. Product: CC(=O)NC(C)(C)c1ccc(C(F)(F)F)cc1. Reaction SMILES: [CH3:20][C:21]#[N:22].[F:6][C:7]([c:8]1[cH:9][cH:10][c:11]([C:14]([CH3:15])([CH3:16])[OH:17])[cH:12][cH:13]1)([F:18])[F:19].[S:1]([OH:2])(=[O:3])(=[O:4])[OH:5]>>[O:2]=[C:21]([CH3:20])[NH:22][C:14]([c:11]1[cH:10][cH:9][c:8]([C:7]([F:6])([F:18])[F:19])[cH:13][cH:12]1)([CH3:15])[CH3:16]. Starting materials: C(C1=CC=CC=C1)NC1=C(C(=C(C=2N(C(=NC21)CC(=O)N)C2CC2)F)N2CCN(CC2)C)F (4-(Benzylamino)-1-cyclopropyl-5,7-difluoro-6-(4-methyl-1-piperazinyl)-2-benzimidazoleacetamide), O.C(C)O (water ethanol), Cl.C(C1=CC=CC=C1)ON (O-benzyl-hydroxylamine hydrochloride), C([O-])(O)=O.[Na+] (sodium bicarbonate). Reaction conditions: temperature 60 celsius. Yields the product C(C1=CC=CC=C1)NC1=C(C(=C(C2=C1N(C(=N2)CC(=O)NOCC2=CC=CC=C2)C2CC2)F)N2CCN(CC2)C)F (2-[7-benzylamino-1-cyclopropyl-4.6-difluoro-5-(4-methyl-piperazin-1-yl)-1H-benzimidazol-2-yl]-N-benzyloxy-acetamide). Isolated yield 48.0%. As a reaction SMILES: [CH2:1]([NH:8][C:9]1[C:17]2[N:16]=[C:15]([CH2:18][C:19]([NH2:21])=[O:20])[N:14](C3CC3)[C:13]=2[C:12]([F:25])=[C:11]([N:26]2[CH2:31][CH2:30][N:29]([CH3:32])[CH2:28][CH2:27]2)[C:10]=1[F:33])[C:2]1[CH:7]=[CH:6][CH:5]=[CH:4][CH:3]=1.Cl.[CH2:35]([O:42]N)[C:36]1[CH:41]=[CH:40][CH:39]=[CH:38][CH:37]=1.[C:44](=O)(O)[O-].[Na+].O.[CH2:50](O)[CH3:51]>>[CH2:1]([NH:8][C:9]1[C:17]2[N:16]([CH:51]3[CH2:50][CH2:44]3)[C:15]([CH2:18][C:19]([NH:21][O:42][CH2:35][C:36]3[CH:41]=[CH:40][CH:39]=[CH:38][CH:37]=3)=[O:20])=[N:14][C:13]=2[C:12]([F:25])=[C:11]([N:26]2[CH2:27][CH2:28][N:29]([CH3:32])[CH2:30][CH2:31]2)[C:10]=1[F:33])[C:2]1[CH:3]=[CH:4][CH:5]=[CH:6][CH:7]=1 |f:1.2,3.4,5.6|. Procedure details: 4-(Benzylamino)-1-cyclopropyl-5,7-difluoro-6-(4-methyl-1-piperazinyl)-2-benzimidazoleacetamide (4.4 g, 9.7 mmol) and O-benzyl-hydroxylamine hydrochloride (6.2 g, 38.8 mmol) are suspended in water-ethanol (1:1; 100 ml) and warmed to 60° C. for two days. After cooling, the pH is adjusted to 5-6 with saturated aqueous sodium bicarbonate solution and the resulting solution extracted with ethyl acetate. The combined organic layers are dried (magnesium sulfate), concentrated and chromatographed on sil... Reactants: C1COCCN1, CCN(CC)Cc1ccc(C(=O)Nc2cc(NC(=O)c3cc(F)cc(F)c3)ccc2C)cc1, O. Yields the product CCN(CC)Cc1ccc(C(=O)Nc2cc(NC(=O)c3cc(F)cc(N4CCOCC4)c3)ccc2C)cc1. RXN SMILES: [CH2:34]1[CH2:35][O:36][CH2:37][CH2:38][NH:39]1.[F:1][c:2]1[cH:3][c:4]([C:5](=[O:6])[NH:7][c:8]2[cH:9][cH:10][c:11]([CH3:29])[c:12]([NH:14][C:15]([c:16]3[cH:17][cH:18][c:19]([CH2:22][N:23]([CH2:24][CH3:25])[CH2:26][CH3:27])[cH:20][cH:21]3)=[O:28])[cH:13]2)[cH:30][c:31]([F:33])[cH:32]1.[OH2:40]>>[F:1][c:2]1[cH:3][c:4]([C:5](=[O:6])[NH:7][c:8]2[cH:9][cH:10][c:11]([CH3:29])[c:12]([NH:14][C:15]([c:16]3[cH:17][cH:18][c:19]([CH2:22][N:23]([CH2:24][CH3:25])[CH2:26][CH3:27])[cH:20][cH:21]3)=[O:28])[cH:13]2)[cH:30][c:31]([N:39]2[CH2:34][CH2:35][O:36][CH2:37][CH2:38]2)[cH:32]1. The reactants are BrC=1C=CC(=C(C(O)C2=[N+](C=CC=C2)[O-])C1)O (2-(5-bromo-2, α-dihydroxybenzyl) pyridine N-oxide). Reagents/catalysts: [O-2].[O-2].[Mn+4] (manganese dioxide). Solvent: C(Cl)(Cl)Cl (chloroform). Conditions: time 16 hour. Yields the product BrC=1C=CC(=C(C(=O)C2=[N+](C=CC=C2)[O-])C1)O (2-(5-bromo-2-hydroxybenzoyl)pyridine N-oxide). The yield is 50.7%. RXN SMILES: [Br:1][C:2]1[CH:3]=[CH:4][C:5]([OH:17])=[C:6]([CH:16]=1)[CH:7]([C:9]1[CH:14]=[CH:13][CH:12]=[CH:11][N+:10]=1[O-:15])[OH:8]>[O-2].[O-2].[Mn+4].C(Cl)(Cl)Cl>[Br:1][C:2]1[CH:3]=[CH:4][C:5]([OH:17])=[C:6]([CH:16]=1)[C:7]([C:9]1[CH:14]=[CH:13][CH:12]=[CH:11][N+:10]=1[O-:15])=[O:8] |f:1.2.3|. Reported procedure: A mixture of 2-(5-bromo-2, α-dihydroxybenzyl) pyridine N-oxide (2.50 g), activated manganese dioxide (12.5 g) and chloroform (60 ml) was stirred for 16 hours at room temperature. The manganese dioxide was filtered off, and the filtrate was concentrated. The concentrate was recrystallized from ethyl acetate to give 2-(5-bromo-2-hydroxybenzoyl)pyridine N-oxide (1.26 g, m.p. 160°-162° C.), whose spectrum data are shown below. Starting materials: C1(=CC=CC=C1)P(C1=CC=CC=C1)C1=CC=CC=C1 (Triphenylphosphine), C1(=CC=CC=C1)P(C1=CC=CC=C1)(C1=CC=CC=C1)=O (triphenylphosphine oxide), ClC1=CC=C(C(=O)OC[C@H]2O[C@H]([C@]([C@@H]2OC(C2=CC=C(C=C2)Cl)=O)(C)F)O)C=C1 (((2R,3R,4R,5R)-3-(4-chlorobenzoyloxy)-4-fluoro-5-hydroxy-4-methyltetrahydrofuran-2-yl)methyl 4-chlorobenzoate), C(Br)(Br)(Br)Br (carbon tetrabromide). Solvent: ClCCl (dichloromethane). Conditions: temperature -22 celsius. Product: ClC1=CC=C(C(=O)O[C@@H]2[C@H](O[C@@H]([C@]2(C)F)Br)COC(C2=CC=C(C=C2)Cl)=O)C=C1 ((2R,3R,4R,5R)-5-bromo-2-((4-chlorobenzoyloxy)methyl)-4-fluoro-4-methyltetrahydrofuran-3-yl 4-chlorobenzoate). As a reaction SMILES: C1(P(C2C=CC=CC=2)C2C=CC=CC=2)C=CC=CC=1.[Cl:20][C:21]1[CH:48]=[CH:47][C:24]([C:25]([O:27][CH2:28][C@@H:29]2[C@@H:33]([O:34][C:35](=[O:43])[C:36]3[CH:41]=[CH:40][C:39]([Cl:42])=[CH:38][CH:37]=3)[C@:32]([F:45])([CH3:44])[C@H:31](O)[O:30]2)=[O:26])=[CH:23][CH:22]=1.C(Br)(Br)(Br)[Br:50].C1(P(=O)(C2C=CC=CC=2)C2C=CC=CC=2)C=CC=CC=1>ClCCl>[Cl:42][C:39]1[CH:40]=[CH:41][C:36]([C:35]([O:34][C@H:33]2[C@:32]([F:45])([CH3:44])[C@@H:31]([Br:50])[O:30][C@@H:29]2[CH2:28][O:27][C:25](=[O:26])[C:24]2[CH:47]=[CH:48][C:21]([Cl:20])=[CH:22][CH:23]=2)=[O:43])=[CH:37][CH:38]=1. Reported procedure: Anhydrous dichloromethane (530 mL) was added to a 1 L of dry round-bottomed flask and cooled to −22° C. Triphenylphosphine (19.5 g, 74 mmol) was added and then added the β-lactol (2b, 23.5 g, 53 mmol). To that solution, carbon tetrabromide (26.3 g, 79.5 mmol, solid) was added portionwise over 5 min. at −22° C. The reaction was slowly warmed up to room temperature and once reaction was complete, the solution was passed through a short pad of silica gel (148 g in a 600 mL of fritted disc Buchner f... Starting materials: COc1cc2nccc(Oc3ccc(N)c(C)c3C)c2cc1OC, CCN(C(C)C)C(C)C, ClC(Cl)Cl, O=C(OC(Cl)(Cl)Cl)OC(Cl)(Cl)Cl, Cc1nnc(N)s1, O. The product is COc1cc2nccc(Oc3ccc(NC(=O)Nc4nnc(C)s4)c(C)c3C)c2cc1OC. Reaction SMILES: [CH3:1][O:2][c:3]1[cH:4][c:5]2[c:6]([O:15][c:16]3[c:17]([CH3:24])[c:18]([CH3:23])[c:19]([NH2:20])[cH:21][cH:22]3)[cH:7][cH:8][n:9][c:10]2[cH:11][c:12]1[O:13][CH3:14].[CH:25]([N:26]([CH:27]([CH3:28])[CH3:29])[CH2:30][CH3:31])([CH3:32])[CH3:33].[CH:53]([Cl:54])([Cl:55])[Cl:56].[Cl:34][C:35]([Cl:36])([O:37][C:38]([O:39][C:40]([Cl:41])([Cl:42])[Cl:43])=[O:44])[Cl:45].[NH2:46][c:47]1[s:48][c:49]([CH3:52])[n:50][n:51]1.[OH2:57]>>[CH3:1][O:2][c:3]1[cH:4][c:5]2[c:6]([O:15][c:16]3[c:17]([CH3:24])[c:18]([CH3:23])[c:19]([NH:20][C:38](=[O:44])[NH:46][c:47]4[s:48][c:49]([CH3:52])[n:50][n:51]4)[cH:21][cH:22]3)[cH:7][cH:8][n:9][c:10]2[cH:11][c:12]1[O:13][CH3:14].